From a dataset of the Open Reaction Database (ORD), a public repository of structured organic reaction records. describe an organic reaction: reactants, conditions, products, and yield Reactants: CCCC(CCC)NC(C1=CC(=C(C=C1)O)O)=O (N-(heptan-4-yl)-3,4-dihydroxybenzamide), C([O-])([O-])=O.[K+].[K+] (potassium carbonate), C(C)OC(C#C)=O (propynoic acid ethyl ester). Solvent: CC(=O)C (acetone). Yields the product CCCC(CCC)NC(=O)C1=CC2=C(OC(O2)CC(=O)OCC)C=C1 (Ethyl 2-(5-(heptan-4-ylcarbamoyl)benzo[d][1,3]dioxol-2-yl)acetate). Yield: 71.0%. RXN SMILES: [CH3:1][CH2:2][CH2:3][CH:4]([NH:8][C:9](=[O:18])[C:10]1[CH:15]=[CH:14][C:13]([OH:16])=[C:12]([OH:17])[CH:11]=1)[CH2:5][CH2:6][CH3:7].C(=O)([O-])[O-].[K+].[K+].[CH2:25]([O:27][C:28](=[O:31])[C:29]#[CH:30])[CH3:26]>CC(C)=O>[CH3:1][CH2:2][CH2:3][CH:4]([NH:8][C:9]([C:10]1[CH:15]=[CH:14][C:13]2[O:16][CH:30]([CH2:29][C:28]([O:27][CH2:25][CH3:26])=[O:31])[O:17][C:12]=2[CH:11]=1)=[O:18])[CH2:5][CH2:6][CH3:7] |f:1.2.3|. Procedure: N-(heptan-4-yl)-3,4-dihydroxybenzamide (example 18a) (0.29 mmol, 75 mg) was dissolved in dry acetone with 6 eq excess (242 mg) of potassium carbonate then 1.2 eq excess (36 μl) of propynoic acid ethyl ester was added and a mixture was refluxed for 24 h. The solvent was evaporated and a solid was dissolved in dichloromethane and extracted with 10% NaHCO3 and water. The crude product was purified by chromatography on silica gel to give 72 mg of desired product (71%). 1H NMR (500 MHz, CDCl3): δ 0.9... Reactants: stainless steel, O=O (oxygen), [C]=O (carbon monoxide), N(=O)OCC(C)C (isobutyl nitrite), C(CCCCC(=O)OCC(C)C)(=O)OCC(C)C (diisobutyl adipate), C(CCCCC(=O)OCC(C)C)(=O)OCC(C)C (diisobutyl adipate), 78, C=C (ethylene). Reagents/catalysts: [Pd](Cl)Cl (palladium chloride). The solvent is C(C(C)C)O (isobutanol), C(C(C)C)O (isobutanol). Reaction conditions: temperature 105 celsius, time 1 hour. Product: C(CCC(=O)OCC(C)C)(=O)OCC(C)C (diisobutyl succinate). As a reaction SMILES: C=C.[C]=[O:4].O=O.N([O:9][CH2:10][CH:11]([CH3:13])[CH3:12])=O.[C:14]([O:27][CH2:28][CH:29]([CH3:31])[CH3:30])(=[O:26])[CH2:15][CH2:16][CH2:17]CC(OCC(C)C)=O>C(O)C(C)C.[Pd](Cl)Cl>[C:14]([O:27][CH2:28][CH:29]([CH3:31])[CH3:30])(=[O:26])[CH2:15][CH2:16][C:17]([O:9][CH2:10][CH:11]([CH3:13])[CH3:12])=[O:4] |^3:2|. Procedure: An autoclave made of stainless steel, equipped with a rotary stirrer and having a capacity of 300 ml. was charged with 50 ml. of isobutanol, 50 ml. of diisobutyl adipate as a solvent and 0.19 mmol. of palladium chloride. After sealing, 20 atm. of a gas mixture consisting of 78 vol.% of ethylene, 18 vol.% of carbon monoxide and 4 vol.% of oxygen was pressured thereinto. Subsequently, after the contents of the autoclave was heated to 105° C. with stirring, the reaction was carried out for one hour... Starting materials: CC(=O)O[BH-](OC(C)=O)OC(C)=O, Cc1ccc(C=O)o1, CC(=O)O, CC(Cl)Cl, COc1cc(-c2nn(C3CCN(C(=O)OCc4ccccc4)CC3)c3ncnc(N)c23)ccc1N, [Na+]. Product: COc1cc(-c2nn(C3CCN(C(=O)OCc4ccccc4)CC3)c3ncnc(N)c23)ccc1NCc1ccc(C)o1. Reaction SMILES: [C:48]([O:49][BH-:50]([O:51][C:52](=[O:53])[CH3:54])[O:55][C:56](=[O:57])[CH3:58])(=[O:59])[CH3:60].[CH3:36][c:37]1[cH:38][cH:39][c:40]([CH:41]=[O:42])[o:43]1.[CH3:44][C:45](=[O:46])[OH:47].[Cl:62][CH:63]([Cl:64])[CH3:65].[NH2:1][c:2]1[c:3]2[c:4]([n:5][cH:6][n:7]1)[n:8]([CH:20]1[CH2:21][CH2:22][N:23]([C:26](=[O:27])[O:28][CH2:29][c:30]3[cH:31][cH:32][cH:33][cH:34][cH:35]3)[CH2:24][CH2:25]1)[n:9][c:10]2-[c:11]1[cH:12][c:13]([O:18][CH3:19])[c:14]([NH2:17])[cH:15][cH:16]1.[Na+:61]>>[NH2:1][c:2]1[c:3]2[c:4]([n:5][cH:6][n:7]1)[n:8]([CH:20]1[CH2:21][CH2:22][N:23]([C:26](=[O:27])[O:28][CH2:29][c:30]3[cH:31][cH:32][cH:33][cH:34][cH:35]3)[CH2:24][CH2:25]1)[n:9][c:10]2-[c:11]1[cH:12][c:13]([O:18][CH3:19])[c:14]([NH:17][CH2:41][c:40]2[cH:39][cH:38][c:37]([CH3:36])[o:43]2)[cH:15][cH:16]1. The reactants are O=C(Cl)Oc1ccccc1, ClCCl, Nc1cccc2cnccc12, C1CCOC1, c1ccncc1. The product is O=C(Nc1cccc2cnccc12)Oc1ccccc1. Reaction SMILES: [Cl:12][C:13](=[O:14])[O:15][c:16]1[cH:17][cH:18][cH:19][cH:20][cH:21]1.[Cl:33][CH2:34][Cl:35].[NH2:1][c:2]1[c:3]2[cH:4][cH:5][n:6][cH:7][c:8]2[cH:9][cH:10][cH:11]1.[O:28]1[CH2:29][CH2:30][CH2:31][CH2:32]1.[cH:22]1[cH:23][cH:24][n:25][cH:26][cH:27]1>>[NH:1]([c:2]1[c:3]2[cH:4][cH:5][n:6][cH:7][c:8]2[cH:9][cH:10][cH:11]1)[C:13](=[O:14])[O:15][c:16]1[cH:17][cH:18][cH:19][cH:20][cH:21]1. Starting materials: C(C1=NC=CN=C1)C1C2CC(C(C1)C2)C2=C(C=CC=C2)N (2-[2,5-Diaza-5-benzylbicyclo[2.2.1]hept-2-yl]-phenylamine), CS(=O)(=O)Cl (methanesulfonyl chloride), N1=CC=CC=C1 (pyridine), CS(=O)(=O)NC1=C(C=CC=C1)N1CCN(CC1)C(=O)OC(C)(C)C (tert-butyl 4-{2-[(methylsulfonyl)-amino]phenyl}-piperazinecarboxylate). Product: C(C1=NC=CN=C1)C1C2CC(C(C1)C2)C2=C(C=CC=C2)NS(=O)(=O)C ({2-[2,5-Diaza-5-benzylbicyclo[2.2.1]hept-2-yl]phenyl}-(methylsulfonyl)amine), sulfonamide. RXN SMILES: [CH2:1]([CH:8]1[CH2:13][CH:12]2[CH2:14][CH:9]1[CH2:10][CH:11]2[C:15]1[CH:20]=[CH:19][CH:18]=[CH:17][C:16]=1[NH2:21])[C:2]1[CH:7]=[N:6][CH:5]=[CH:4][N:3]=1.[CH3:22][S:23](NC1C=CC=CC=1N1CCN(C(OC(C)(C)C)=O)CC1)(=[O:25])=[O:24].CS(Cl)(=O)=O.N1C=CC=CC=1>>[CH2:1]([CH:8]1[CH2:13][CH:12]2[CH2:14][CH:9]1[CH2:10][CH:11]2[C:15]1[CH:20]=[CH:19][CH:18]=[CH:17][C:16]=1[NH:21][S:23]([CH3:22])(=[O:25])=[O:24])[C:2]1[CH:7]=[N:6][CH:5]=[CH:4][N:3]=1. Procedure: {2-[2,5-Diaza-5-benzylbicyclo[2.2.1]hept-2-yl]phenyl}-(methylsulfonyl)amine was prepared from 2-[2,5-diaza-5-benzylbicyclo[2.2.1]hept-2-yl]phenylamine (Step 2) (690 mg, 2.5 mmol) according to the procedure for Preparation III using methanesulfonyl chloride (190 μl, 2.46 mmol) and pyridine (220 μl, 2.72 mmol). The crude mix was purified by flash chromatography (SiO2, 3% MeOH in CH2Cl2) to afford the desired sulfonamide (533 mg). MS (ESI, pos. ion) m/z: 358 (M+H), (ESI, neg. ion) m/z: 356 (M−H). C... Reactants: C(#N)C=1C=C(C=CC1OCC(C)(C)C)N1N=CC(=C1)C(=O)OCC (ethyl 1-(3-cyano-4-neopentyloxyphenyl)pyrazole4-carboxylate), [OH-].[Na+] (sodium hydroxide), O (water), C(C)(=O)O (acetic acid). The solvent is C(C)O (ethanol). Run at temperature 80 celsius. Yields the product C(#N)C=1C=C(C=CC1OCC(C)(C)C)N1N=CC(=C1)C(=O)O (1-(3-cyano-4-neopentyloxyphenyl) pyrazole-4-carboxylic acid). Isolated yield 38.3%. Reaction SMILES: [C:1]([C:3]1[CH:4]=[C:5]([N:15]2[CH:19]=[C:18]([C:20]([O:22]CC)=[O:21])[CH:17]=[N:16]2)[CH:6]=[CH:7][C:8]=1[O:9][CH2:10][C:11]([CH3:14])([CH3:13])[CH3:12])#[N:2].[OH-].[Na+].O.C(O)(=O)C>C(O)C>[C:1]([C:3]1[CH:4]=[C:5]([N:15]2[CH:19]=[C:18]([C:20]([OH:22])=[O:21])[CH:17]=[N:16]2)[CH:6]=[CH:7][C:8]=1[O:9][CH2:10][C:11]([CH3:14])([CH3:13])[CH3:12])#[N:2] |f:1.2|. Procedure: To a solution (20 ml) of ethyl 1-(3-cyano-4-neopentyloxyphenyl)pyrazole4-carboxylate (2 g) in ethanol was added 2 N aqueous sodium hydroxide solution (3.7 ml) with stirring, and the mixture was heated at 80° C. for 30 minutes. After the completion of the reaction, the reaction mixture was poured into water and neutralized with acetic acid. The precipitated crystals were recrystallized from a mixed solution of ethyl alcohol and water to give 0.7 g of 1-(3-cyano-4-neopentyloxyphenyl) pyrazole-4-ca...